Dataset: the Open Reaction Database (ORD), a public repository of structured organic reaction records. Task: describe an organic reaction: reactants, conditions, products, and yield The reactants are NC=1C(=CC2=C(N(N=C2C1)C1=CC=C(C=C1)F)C(=O)NC)Br (6-amino-5-bromo-2-(4-fluorophenyl)-N-methyl-2H-indazole-3-carboxamide), CS(=O)(=O)Cl (MsCl). Run in O (water), C(Cl)Cl.N1=CC=CC=C1 (DCM Pyridine). Conditions: temperature 25 celsius, time 8 hour. The product is BrC1=CC2=C(N(N=C2C=C1NS(=O)(=O)C)C1=CC=C(C=C1)F)C(=O)NC (5-bromo-2-(4-fluorophenyl)-N-methyl-6-(methylsulfonamido)-2H-indazole-3-carboxamide). Isolated yield 70.1%. As a reaction SMILES: [NH2:1][C:2]1[C:3]([Br:22])=[CH:4][C:5]2[C:9]([CH:10]=1)=[N:8][N:7]([C:11]1[CH:16]=[CH:15][C:14]([F:17])=[CH:13][CH:12]=1)[C:6]=2[C:18]([NH:20][CH3:21])=[O:19].[CH3:23][S:24](Cl)(=[O:26])=[O:25]>C(Cl)Cl.N1C=CC=CC=1.O>[Br:22][C:3]1[C:2]([NH:1][S:24]([CH3:23])(=[O:26])=[O:25])=[CH:10][C:9]2[C:5](=[C:6]([C:18]([NH:20][CH3:21])=[O:19])[N:7]([C:11]3[CH:12]=[CH:13][C:14]([F:17])=[CH:15][CH:16]=3)[N:8]=2)[CH:4]=1 |f:2.3|. Reported procedure: To a degassed solution of 6-amino-5-bromo-2-(4-fluorophenyl)-N-methyl-2H-indazole-3-carboxamide (0.75 g, 2.1 mmol) in DCM/Pyridine (10 mL/3 mL) was added MsCl (1.2 g, 10.5 mmol) under N2 at 0° C. for 30 min. The reaction was stirred at 25° C. for 8 hours. The reaction mixture was diluted with water, extracted with EtOAc and washed with brine, and then dried over Na2SO4. After concentration, the residue was purified by column chromatography (PE:EA=2:1) to give crude 5-bromo-2-(4-fluorophenyl)-N-m... Starting materials: [H-].[Na+] (Sodium hydride), O (Water), OC=1C=C2C=CC(=NC2=CC1)OC (6-Hydroxy-2-methoxyquinoline), BrCCCCCCCCBr (1,8-Dibromooctane). Run in CN(C)C=O (DMF), ice water. Conditions: temperature 0 celsius. Yields the product BrCCCCCCCCOC=1C=C2C=CC(=NC2=CC1)OC (6-(8-bromooctyloxy)-2-methoxyquinoline). Reaction SMILES: [H-].[Na+].[OH:3][C:4]1[CH:5]=[C:6]2[C:11](=[CH:12][CH:13]=1)[N:10]=[C:9]([O:14][CH3:15])[CH:8]=[CH:7]2.[Br:16][CH2:17][CH2:18][CH2:19][CH2:20][CH2:21][CH2:22][CH2:23][CH2:24]Br.O>CN(C=O)C>[Br:16][CH2:17][CH2:18][CH2:19][CH2:20][CH2:21][CH2:22][CH2:23][CH2:24][O:3][C:4]1[CH:5]=[C:6]2[C:11](=[CH:12][CH:13]=1)[N:10]=[C:9]([O:14][CH3:15])[CH:8]=[CH:7]2 |f:0.1|. Reported procedure: Sodium hydride (60% in oil, 40 mg) was suspended in DMF(2 ml), and was cooled to 0° C. in ice water bath. 6-Hydroxy-2-methoxyquinoline(171 mg) was added thereto at the same temperature, and the mixture was stirred at 0° C. for an hour. 1,8-Dibromooctane(0.37 ml) was added thereto, and the mixture was stirred at room temperature overnight. Water was added to the reaction mixture, followed by extraction using ethyl acetate. The organic layer was dried with sodium sulfate, and was condensed under r... Starting materials: CC1=C2C(=NC=3C=CC=CC13)CCN(CC2)CCC(=O)O (3-[1,2,4,5-tetrahydro-11-methyl-3H-azepino[4,5-b] quinoline-3yl]propionic acid), S(=O)(Cl)Cl (thionylchloride), acid chloride, N1CCOCC1 (morpholine). Yields the product Cl.Cl.CC1=C2C(=NC=3C=CC=CC13)CCN(CC2)CCC(=O)N2CCOCC2 (3-[1,2,4,5-Tetrahydro-11-methyl-3H-azepino[4,5-b]quinoline-3-yl]propionic acid morpholide dihydrochloride). RXN SMILES: [CH3:1][C:2]1[C:11]2[CH:10]=[CH:9][CH:8]=[CH:7][C:6]=2[N:5]=[C:4]2[CH2:12][CH2:13][N:14]([CH2:17][CH2:18][C:19](O)=[O:20])[CH2:15][CH2:16][C:3]=12.[NH:22]1[CH2:27][CH2:26][O:25][CH2:24][CH2:23]1.S(Cl)([Cl:30])=O>>[ClH:30].[ClH:30].[CH3:1][C:2]1[C:11]2[CH:10]=[CH:9][CH:8]=[CH:7][C:6]=2[N:5]=[C:4]2[CH2:12][CH2:13][N:14]([CH2:17][CH2:18][C:19]([N:22]3[CH2:27][CH2:26][O:25][CH2:24][CH2:23]3)=[O:20])[CH2:15][CH2:16][C:3]=12 |f:3.4.5|. Procedure: 3.3 gm (9.25 millimols) of 3-[1,2,4,5-tetrahydro-11-methyl-3H-azepino[4,5-b] quinoline-3yl]propionic acid were converted into the acid chloride with 50 ml of thionylchloride. After distilling off the excess thionyl chloride, the residue was dissolved in 100 ml of benzene, and the solution was heated at its boiling point with 3 ml (35 millimols) of morpholine for 3 hours. After filtering, the solvent was distilled off in vacuo. The residue was dissolved in 2 N sodium hydroxide, the solution was e... Product: CCN(Cc1cc(C(F)(F)F)ccc1-c1cc(C(C)C(=O)OC)cc(C(F)(F)F)c1)C(=O)NCc1ccccc1. RXN SMILES: [CH2:31]([c:32]1[cH:33][cH:34][cH:35][cH:36][cH:37]1)[N:38]=[C:39]=[O:40].[CH3:1][O:2][C:3]([CH:4]([CH3:5])[c:6]1[cH:7][c:8](-[c:16]2[c:17]([CH2:26][NH:27][CH2:28][CH3:29])[cH:18][c:19]([C:22]([F:23])([F:24])[F:25])[cH:20][cH:21]2)[cH:9][c:10]([C:12]([F:13])([F:14])[F:15])[cH:11]1)=[O:30]>>[CH3:1][O:2][C:3]([CH:4]([CH3:5])[c:6]1[cH:7][c:8](-[c:16]2[c:17]([CH2:26][N:27]([CH2:28][CH3:29])[C:39]([NH:38][CH2:31][c:32]3[cH:33][cH:34][cH:35][cH:36][cH:37]3)=[O:40])[cH:18][c:19]([C:22]([F:23])([F:24])[F:25])[cH:20][cH:21]2)[cH:9][c:10]([C:12]([F:13])([F:14])[F:15])[cH:11]1)=[O:30]. Reactants: O=C=NCc1ccccc1, CCNCc1cc(C(F)(F)F)ccc1-c1cc(C(C)C(=O)OC)cc(C(F)(F)F)c1.